From a dataset of the Open Reaction Database (ORD), a public repository of structured organic reaction records. describe an organic reaction: reactants, conditions, products, and yield Reactants: ClCCl, Cc1nnc(N)s1, CCN(C(C)C)C(C)C, CS(=O)(=O)c1ccc(C(=NOC2CCCC2)C(=O)O)cc1Cl. Product: Cc1nnc(NC(=O)C(=NOC2CCCC2)c2ccc(S(C)(=O)=O)c(Cl)c2)s1. Reaction SMILES: [CH2:39]([Cl:40])[Cl:41].[CH3:23][c:24]1[n:25][n:26][c:27]([NH2:29])[s:28]1.[CH:30]([N:31]([CH2:32][CH3:33])[CH:34]([CH3:35])[CH3:36])([CH3:37])[CH3:38].[Cl:1][c:2]1[cH:3][c:4]([C:12]([C:13](=[O:14])[OH:15])=[N:16][O:17][CH:18]2[CH2:19][CH2:20][CH2:21][CH2:22]2)[cH:5][cH:6][c:7]1[S:8](=[O:9])(=[O:10])[CH3:11]>>[Cl:1][c:2]1[cH:3][c:4]([C:12]([C:13](=[O:15])[NH:29][c:27]2[n:26][n:25][c:24]([CH3:23])[s:28]2)=[N:16][O:17][CH:18]2[CH2:19][CH2:20][CH2:21][CH2:22]2)[cH:5][cH:6][c:7]1[S:8](=[O:9])(=[O:10])[CH3:11]. Starting materials: ClCCl, COC(=O)c1c(SCc2ccc(Cl)cc2)nsc1NC(=O)OC(C)(C)C, O=C(O)C(F)(F)F. Product: COC(=O)c1c(SCc2ccc(Cl)cc2)nsc1N. RXN SMILES: [CH2:34]([Cl:35])[Cl:36].[CH3:1][O:2][C:3](=[O:4])[c:5]1[c:6]([S:18][CH2:19][c:20]2[cH:21][cH:22][c:23]([Cl:26])[cH:24][cH:25]2)[n:7][s:8][c:9]1[NH:10][C:11]([O:12][C:13]([CH3:14])([CH3:15])[CH3:16])=[O:17].[F:27][C:28]([F:29])([F:30])[C:31]([OH:32])=[O:33]>>[CH3:1][O:2][C:3](=[O:4])[c:5]1[c:6]([S:18][CH2:19][c:20]2[cH:21][cH:22][c:23]([Cl:26])[cH:24][cH:25]2)[n:7][s:8][c:9]1[NH2:10]. The reactants are Cc1ccccc1, Cc1c(CCO)cccc1[N+](=O)[O-], O=P(Cl)(Cl)Cl. Yields the product Cc1c(CCCl)cccc1[N+](=O)[O-]. Reaction SMILES: [CH3:19][c:20]1[cH:21][cH:22][cH:23][cH:24][cH:25]1.[CH3:1][c:2]1[c:3]([CH2:11][CH2:12][OH:13])[cH:4][cH:5][cH:6][c:7]1[N+:8](=[O:9])[O-:10].[P:14]([Cl:15])([Cl:16])([Cl:17])=[O:18]>>[CH3:1][c:2]1[c:3]([CH2:11][CH2:12][Cl:16])[cH:4][cH:5][cH:6][c:7]1[N+:8](=[O:9])[O-:10]. The reactants are [Br-], C[Mg+], ClCCl, Clc1nc(Cl)nc(Cl)n1, [K+], O=[Mn](=O)(=O)[O-]. Yields the product Cc1nc(Cl)nc(Cl)n1. Reaction SMILES: [Br-:1].[CH3:2][Mg+:3].[Cl:13][CH2:14][Cl:15].[Cl:4][c:5]1[n:6][c:7]([Cl:8])[n:9][c:10]([Cl:11])[n:12]1.[K+:21].[Mn:16]([O-:17])(=[O:18])(=[O:19])=[O:20]>>[Cl:4][c:5]1[n:6][c:7]([CH3:14])[n:9][c:10]([Cl:11])[n:12]1. Starting materials: C(C1=CC=CC=C1)N1C(C(=C(C2=CC(=CC=C12)Cl)OS(=O)(=O)C(F)(F)F)C1=CC(=NO1)C)=O (trifluoro-methanesulfonic acid 1-benzyl-6-chloro-3-(3-methyl-isoxazol-5-yl)-2-oxo-1,2-dihydro-quinolin-4-yl ester), C(C)C1=CC=C(C=C1)B(O)O (4-ethylbenzeneboronic acid), C(=O)([O-])[O-].[Na+].[Na+] (Na2CO3), CCOC(=O)C (EtOAc). The reagents and catalysts are C=1C=CC(=CC1)[P](C=2C=CC=CC2)(C=3C=CC=CC3)[Pd]([P](C=4C=CC=CC4)(C=5C=CC=CC5)C=6C=CC=CC6)([P](C=7C=CC=CC7)(C=8C=CC=CC8)C=9C=CC=CC9)[P](C=1C=CC=CC1)(C=1C=CC=CC1)C=1C=CC=CC1 (Pd(PPh3)4). The solvent is O1CCOCC1 (1,4-dioxane). Conditions: temperature 100 celsius, time 1 hour. Product: C(C1=CC=CC=C1)N1C(C(=C(C2=CC(=CC=C12)Cl)C1=CC=C(C=C1)CC)C1=CC(=NO1)C)=O (1-Benzyl-6-chloro-4-(4-ethyl-phenyl)-3-(3-m ethyl-isoxazol-5-yl)-1H-quinolin-2-one). Yield: 81.1%. Reaction SMILES: [CH2:1]([N:8]1[C:17]2[C:12](=[CH:13][C:14]([Cl:18])=[CH:15][CH:16]=2)[C:11](OS(C(F)(F)F)(=O)=O)=[C:10]([C:27]2[O:31][N:30]=[C:29]([CH3:32])[CH:28]=2)[C:9]1=[O:33])[C:2]1[CH:7]=[CH:6][CH:5]=[CH:4][CH:3]=1.[CH2:34]([C:36]1[CH:41]=[CH:40][C:39](B(O)O)=[CH:38][CH:37]=1)[CH3:35].C([O-])([O-])=O.[Na+].[Na+].CCOC(C)=O>O1CCOCC1.C1C=CC([P]([Pd]([P](C2C=CC=CC=2)(C2C=CC=CC=2)C2C=CC=CC=2)([P](C2C=CC=CC=2)(C2C=CC=CC=2)C2C=CC=CC=2)[P](C2C=CC=CC=2)(C2C=CC=CC=2)C2C=CC=CC=2)(C2C=CC=CC=2)C2C=CC=CC=2)=CC=1>[CH2:1]([N:8]1[C:17]2[C:12](=[CH:13][C:14]([Cl:18])=[CH:15][CH:16]=2)[C:11]([C:39]2[CH:40]=[CH:41][C:36]([CH2:34][CH3:35])=[CH:37][CH:38]=2)=[C:10]([C:27]2[O:31][N:30]=[C:29]([CH3:32])[CH:28]=2)[C:9]1=[O:33])[C:2]1[CH:7]=[CH:6][CH:5]=[CH:4][CH:3]=1 |f:2.3.4,^1:66,68,87,106|. Procedure: A mixture of trifluoro-methanesulfonic acid 1-benzyl-6-chloro-3-(3-methyl-isoxazol-5-yl)-2-oxo-1,2-dihydro-quinolin-4-yl ester (40 mg, 0.080 mmol), 4-ethylbenzeneboronic acid (14.4 mg, 0.096 mmol), Pd(PPh3)4 (9.2 mg, 0.0080 mmol) and Na2CO3 (80 ul, 0.16 mmol, 2.0 M)in 1 ml of 1,4-dioxane was stirred at 100° C. for 1 h, then cooled to rt. Treated with 40 ml of EtOAc, the mixture was washed with H2O (2×10 ml), brine (10 mL) and dried (Na2SO4). Removal of the solvent under reduced pressure followed...